describe an organic reaction: reactants, conditions, products, and yield From a dataset of the Open Reaction Database (ORD), a public repository of structured organic reaction records. The reactants are ClCCl, CN(C)C=O, O=C(Cl)C(=O)Cl, CCOC(=O)CC(CC(=O)O)c1ccc2c(c1)OCO2. Product: CCOC(=O)CC(CC(=O)Cl)c1ccc2c(c1)OCO2. Reaction SMILES: [CH2:32]([Cl:33])[Cl:34].[CH3:27][N:28]([CH3:29])[CH:30]=[O:31].[Cl:21][C:22]([C:23]([Cl:24])=[O:25])=[O:26].[O:1]1[CH2:2][O:3][c:4]2[c:5]1[cH:6][cH:7][c:8]([CH:10]([CH2:11][C:12](=[O:13])[OH:14])[CH2:15][C:16](=[O:17])[O:18][CH2:19][CH3:20])[cH:9]2>>[O:1]1[CH2:2][O:3][c:4]2[c:5]1[cH:6][cH:7][c:8]([CH:10]([CH2:11][C:12](=[O:13])[Cl:21])[CH2:15][C:16](=[O:17])[O:18][CH2:19][CH3:20])[cH:9]2. Reactants: ClC=1C(=NC=NC1Cl)N (5,6-dichloropyrimidin-4-amine), NC=1C=C(C=CC1)O (3-aminophenol), CC1(OB(OC1(C)C)C=1C=NN(C1)CC=1C=C(C(=O)OC)C=CC1)C (methyl 3-((4-(4,4,5,5-tetramethyl-1,3,2-dioxaborolan-2-yl)-1H-pyrazol-1-yl)methyl)benzoate), C(C=C)(=O)Cl (acryloyl chloride). The product is C(C=C)(=O)NC=1C=C(OC2=NC=NC(=C2C=2C=NN(C2)CC=2C=C(C(=O)OC)C=CC2)N)C=CC1 (methyl 3-((4-(4-(3-acrylamidophenoxy)-6-aminopyrimidin-5-yl)-1H-pyrazol-1-yl)methyl)benzoate). As a reaction SMILES: Cl[C:2]1[C:3]([NH2:9])=[N:4][CH:5]=[N:6][C:7]=1Cl.[NH2:10][C:11]1[CH:12]=[C:13]([OH:17])[CH:14]=[CH:15][CH:16]=1.CC1(C)C(C)(C)OB([C:26]2[CH:27]=[N:28][N:29]([CH2:31][C:32]3[CH:33]=[C:34]([CH:39]=[CH:40][CH:41]=3)[C:35]([O:37][CH3:38])=[O:36])[CH:30]=2)O1.[C:43](Cl)(=[O:46])[CH:44]=[CH2:45]>>[C:43]([NH:10][C:11]1[CH:12]=[C:13]([CH:14]=[CH:15][CH:16]=1)[O:17][C:7]1[C:2]([C:26]2[CH:27]=[N:28][N:29]([CH2:31][C:32]3[CH:33]=[C:34]([CH:39]=[CH:40][CH:41]=3)[C:35]([O:37][CH3:38])=[O:36])[CH:30]=2)=[C:3]([NH2:9])[N:4]=[CH:5][N:6]=1)(=[O:46])[CH:44]=[CH2:45]. Reported procedure: methyl 3-((4-(4-(3-acrylamidophenoxy)-6-aminopyrimidin-5-yl)-1H-pyrazol-1-yl)methyl)benzoate was prepared from 5,6-dichloropyrimidin-4-amine, 3-aminophenol, methyl 3-((4-(4,4,5,5-tetramethyl-1,3,2-dioxaborolan-2-yl)-1H-pyrazol-1-yl)methyl)benzoate, and acryloyl chloride using methods A, C, and F. HPLC: 94%. MS: m/z=471 [M+H]+. 1H-NMR (DMSO-d6) δ 10.20 (s, 1H), 8.18 (s, 1H), 7.99 (s, 1H), 7.94 (s, 1H), 7.89 (d, 1H), 7.74 (s, 1H), 7.59 (d, 1H), 7.53-7.49 (m, 2H), 7.41 (d, 1H), 7.31 (t, 1H), 6.81 (...